Task: describe an organic reaction: reactants, conditions, products, and yield. Dataset: the Open Reaction Database (ORD), a public repository of structured organic reaction records Run at time 16 hour. The solvent is C(C)#N (acetonitrile). The reactants are BrCC=1C(=NC2=CC=C(C=C2C1C(=O)OC)S(=O)(=O)C)C1=CC(=CC=C1)C(F)(F)F (methyl 3-(bromomethyl)-6-(methylsulfonyl)-2-[3-(trifluoromethyl)phenyl]-4-quinolinecarboxylate), N1(CCCC1)C1CCNCC1 (4-(1-pyrrolidinyl)piperidine). The product is CS(=O)(=O)C=1C=C2C(=C(C(=NC2=CC1)C1=CC(=CC=C1)C(F)(F)F)CN1CCC(CC1)N1CCCC1)C(=O)OC (methyl 6-(methylsulfonyl)-3-{[4-(1-pyrrolidinyl)-1-piperidinyl]methyl}-2-[3-(trifluoromethyl)phenyl]-4-quinolinecarboxylate). Procedure: An orange suspension of methyl 3-(bromomethyl)-6-(methylsulfonyl)-2-[3-(trifluoromethyl)phenyl]-4-quinolinecarboxylate (1.068 g, 2.126 mmol) and 4-(1-pyrrolidinyl)piperidine (0.492 g, 3.19 mmol) in acetonitrile (14.17 ml) was stirred at room temperature for 16 h. The solvent was removed under reduced pressure. The residue was absorbed onto florisil and was purified via column chromatography (ISCO, 12 g silica, 5-10% methanol/dichloromethane) to give methyl 6-(methylsulfonyl)-3-{[4-(1-pyrrolidiny... Isolated yield 93.2%. RXN SMILES: Br[CH2:2][C:3]1[C:4]([C:21]2[CH:26]=[CH:25][CH:24]=[C:23]([C:27]([F:30])([F:29])[F:28])[CH:22]=2)=[N:5][C:6]2[C:11]([C:12]=1[C:13]([O:15][CH3:16])=[O:14])=[CH:10][C:9]([S:17]([CH3:20])(=[O:19])=[O:18])=[CH:8][CH:7]=2.[N:31]1([CH:36]2[CH2:41][CH2:40][NH:39][CH2:38][CH2:37]2)[CH2:35][CH2:34][CH2:33][CH2:32]1>C(#N)C>[CH3:20][S:17]([C:9]1[CH:10]=[C:11]2[C:6](=[CH:7][CH:8]=1)[N:5]=[C:4]([C:21]1[CH:26]=[CH:25][CH:24]=[C:23]([C:27]([F:30])([F:28])[F:29])[CH:22]=1)[C:3]([CH2:2][N:39]1[CH2:40][CH2:41][CH:36]([N:31]3[CH2:35][CH2:34][CH2:33][CH2:32]3)[CH2:37][CH2:38]1)=[C:12]2[C:13]([O:15][CH3:16])=[O:14])(=[O:18])=[O:19]. Starting materials: S1C=CC2=C1SCCC2=O (5,6-dihydrothieno[2,3-b]thiopyran-4-one), Cl.NO (hydroxylamine hydrochloride), O.C(C)O (water ethanol), C(C)(=O)[O-].[Na+] (Sodium acetate), O.C(C)O (water ethanol). Run in C(C)O (ethanol). Product: N(O)=C1C2=C(SCC1)SC=C2 (5,6-dihydro-4-hydroximinothieno[2,3-b]thiopyran). Reaction SMILES: [S:1]1[C:5]2[S:6][CH2:7][CH2:8][C:9](=O)[C:4]=2[CH:3]=[CH:2]1.Cl.[NH2:12][OH:13].O.C(O)C.C([O-])(=O)C.[Na+]>C(O)C>[N:12](=[C:9]1[CH2:8][CH2:7][S:6][C:5]2[S:1][CH:2]=[CH:3][C:4]1=2)[OH:13] |f:1.2,3.4,5.6|. Procedure details: To a solution of 5,6-dihydrothieno[2,3-b]thiopyran-4-one (5.0 g, 29.4 mmol) in ethanol (98 ml) was added a solution of hydroxylamine hydrochloride (4.9 g, 70.6 mmol) in 2:1 water-ethanol (27 ml). Sodium acetate.3H2O (9.6 g, 70.6 mmol) in 2:1 water-ethanol (27 ml) was added and the solution was heated at reflux for 2 hours. The reaction mixture was concentrated to dryness, water was added and the solid product (5.3 g, 98%) was collected and dried. An analytical sample was prepared by recrystalliz... Reactants: CCOc1cc(C=O)ccc1OC, CC(C)CC(C)NO, O, Cc1ccc(S(=O)(=O)O)cc1, c1ccccc1. Product: CCOc1cc(C=[N+]([O-])C(C)CC(C)C)ccc1OC. As a reaction SMILES: [CH2:1]([CH3:2])[O:3][c:4]1[cH:5][c:6]([CH:7]=[O:8])[cH:9][cH:10][c:11]1[O:12][CH3:13].[CH3:14][CH:15]([CH2:16][CH:17]([CH3:18])[NH:19][OH:20])[CH3:21].[OH2:22].[c:23]1([CH3:24])[cH:25][cH:26][c:27]([S:28]([OH:29])(=[O:30])=[O:31])[cH:32][cH:33]1.[cH:34]1[cH:35][cH:36][cH:37][cH:38][cH:39]1>>[CH2:1]([CH3:2])[O:3][c:4]1[cH:5][c:6]([CH:7]=[N+:19]([CH:17]([CH2:16][CH:15]([CH3:14])[CH3:21])[CH3:18])[O-:20])[cH:9][cH:10][c:11]1[O:12][CH3:13]. Starting materials: COC(=O)c1ccc(NCC2CCCN2C(=O)OC(C)(C)C)cc1, ClCCl, O=C(O)C(F)(F)F. The product is COC(=O)c1ccc(NCC2CCCN2)cc1. RXN SMILES: [C:1]([O:2][C:3](=[O:4])[N:8]1[CH:9]([CH2:13][NH:14][c:15]2[cH:16][cH:17][c:18]([C:19](=[O:20])[O:21][CH3:22])[cH:23][cH:24]2)[CH2:10][CH2:11][CH2:12]1)([CH3:5])([CH3:6])[CH3:7].[Cl:32][CH2:33][Cl:34].[F:25][C:26]([F:27])([F:28])[C:29]([OH:30])=[O:31]>>[NH:8]1[CH:9]([CH2:13][NH:14][c:15]2[cH:16][cH:17][c:18]([C:19](=[O:20])[O:21][CH3:22])[cH:23][cH:24]2)[CH2:10][CH2:11][CH2:12]1. Starting materials: CO, Cl, NO, [Na+], [OH-], O=Cc1ccc(OCCCc2ccccc2)cc1. The product is ON=Cc1ccc(OCCCc2ccccc2)cc1. As a reaction SMILES: [CH3:24][OH:25].[ClH:19].[NH2:20][OH:21].[Na+:23].[OH-:22].[c:1]1([CH2:7][CH2:8][CH2:9][O:10][c:11]2[cH:12][cH:13][c:14]([CH:15]=[O:16])[cH:17][cH:18]2)[cH:2][cH:3][cH:4][cH:5][cH:6]1>>[c:1]1([CH2:7][CH2:8][CH2:9][O:10][c:11]2[cH:12][cH:13][c:14]([CH:15]=[N:20][OH:21])[cH:17][cH:18]2)[cH:2][cH:3][cH:4][cH:5][cH:6]1. Reactants: O (Water), FC1=CC(=C(C(=O)OC(C)(C)C)C=C1)NC (t-butyl 4-fluoro-2-methylaminobenzoate), CC(C)([O-])C.[K+] (potassium t-butoxide), CS(=O)C (dimethylsulphoxide), CS(=O)C (dimethylsulphoxide). The product is FC1=CC(=C(C=C1)C(CS(=O)C)=O)NC (1-(4-fluoro-2-methylaminophenyl)-2-methylsulphinylethanone). As a reaction SMILES: [F:1][C:2]1[CH:14]=[CH:13][C:5]([C:6]([O:8]C(C)(C)C)=O)=[C:4]([NH:15][CH3:16])[CH:3]=1.CC(C)([O-])C.[K+].O.[CH3:24][S:25]([CH3:27])=[O:26]>>[F:1][C:2]1[CH:14]=[CH:13][C:5]([C:6](=[O:8])[CH2:24][S:25]([CH3:27])=[O:26])=[C:4]([NH:15][CH3:16])[CH:3]=1 |f:1.2|. Procedure details: A solution of t-butyl 4-fluoro-2-methylaminobenzoate (28.9 g) in dimethylsulphoxide (133 ml) was added to a solution of potassium t-butoxide (72.2 g) in dimethylsulphoxide (300 ml) at ambient temperature under nitrogen. The stirred mixture was heated at 50° for eight hours and then cooled to ambient temperature. Water (1300 ml) was added to the mixture whilst maintaining the temperature below 35°. Extraction with trichloromethane and evaporation of the extract in vacuo gave 1-(4-fluoro-2-methyla... Solvent: O.C1(=CC=CC=C1)C (water toluene). Starting materials: COC1=C2CCC(CC2=C(C=C1)OC)=O (5,8-dimethoxy-3,4-dihydronaphthalen-2(1H)-one), C(C1=CC=CC=C1)N (benzylamine), C1(=CC=C(C=C1)S(=O)(=O)O)C (p-toluenesulfonic acid). The product is C(C1=CC=CC=C1)NC1=CC2=C(C=CC(=C2CC1)OC)OC (2-Benzylamino-5,8-dimethoxy-3,4-dihydronaphthalene). As a reaction SMILES: [CH3:1][O:2][C:3]1[CH:12]=[CH:11][C:10]([O:13][CH3:14])=[C:9]2[C:4]=1[CH2:5][CH2:6][C:7](=O)[CH2:8]2.[CH2:16]([NH2:23])[C:17]1[CH:22]=[CH:21][CH:20]=[CH:19][CH:18]=1.C1(C)C=CC(S(O)(=O)=O)=CC=1>O.C1(C)C=CC=CC=1>[CH2:16]([NH:23][C:7]1[CH2:6][CH2:5][C:4]2[C:9](=[C:10]([O:13][CH3:14])[CH:11]=[CH:12][C:3]=2[O:2][CH3:1])[CH:8]=1)[C:17]1[CH:22]=[CH:21][CH:20]=[CH:19][CH:18]=1 |f:3.4|. Procedure details: A mixture containing 82 mmol of 5,8-dimethoxy-3,4-dihydronaphthalen-2(1H)-one, 82 mmol of benzylamine and 0.20 g of p-toluenesulfonic acid is brought to reflux with azeotropic distillation of the water/toluene mixture. After heating for 2 hours, the mixture is cooled, filtered and the solvent evaporated under vacuum and leads to the expected product in the form of an oil. The reactants are Cl.N1CCCCC1 (piperidine hydrochloride), C1(=CC=CC=C1)C(C#N)(CCBr)C1=CC=CC=C1 (2,2-diphenyl-4-bromobutyronitrile), C1(=CC=CC=C1)C(C#N)(CC)CCCl (2-phenyl-2-(2-chloroethyl)butyronitrile), Cl.C12NCC(CC1)CC2 (2-azabicyclo[2.2.2]octane hydrochloride). The product is Cl.C1(=CC=CC=C1)C(C#N)(CCN1CCCCC1)CC (2-phenyl-2-ethyl-4-piperidino-butyronitrile hydrochloride). RXN SMILES: Cl.[NH:2]1[CH2:7][CH2:6][CH2:5][CH2:4][CH2:3]1.[C:8]1([C:14]([CH2:19][CH2:20][Cl:21])([CH2:17][CH3:18])[C:15]#[N:16])[CH:13]=[CH:12][CH:11]=[CH:10][CH:9]=1.Cl.C12CCC(CC1)CN2.C1(C(C2C=CC=CC=2)(CCBr)C#N)C=CC=CC=1>>[ClH:21].[C:8]1([C:14]([CH2:19][CH3:20])([CH2:17][CH2:18][N:2]2[CH2:7][CH2:6][CH2:5][CH2:4][CH2:3]2)[C:15]#[N:16])[CH:13]=[CH:12][CH:11]=[CH:10][CH:9]=1 |f:0.1,3.4,6.7|. Procedure: When equivalent quantities of piperidine hydrochloride and 2-phenyl-2-(2-chloroethyl)butyronitrile are substituted for the 2-azabicyclo[2.2.2]octane hydrochloride and 2,2-diphenyl-4-bromobutyronitrile used in Example 12, and the procedure described therein substantially repeated, there is obtained 2-phenyl-2-ethyl-4-piperidino-butyronitrile hydrochloride melting at about 200° - 203° C. Yields the product COC(=O)NC(C(=O)N1CCCC1c1ncc(-c2ccc(-c3ncc(-c4cnc(C5CCCN5)[nH]4)cn3)cc2)[nH]1)c1ccccc1. Starting materials: COC(=O)NC(C(=O)N1CCCC1c1ncc(-c2ccc(-c3ncc(-c4cnc(C5CCCN5C(=O)OC(C)(C)C)[nH]4)cn3)cc2)[nH]1)c1ccccc1, CO, Cl. As a reaction SMILES: [C:2]([O:3][C:4](=[O:5])[N:9]1[CH:10]([c:14]2[nH:15][c:16](-[c:19]3[cH:20][n:21][c:22](-[c:25]4[cH:26][cH:27][c:28](-[c:31]5[nH:32][c:33]([CH:36]6[N:37]([C:41]([CH:42]([c:43]7[cH:44][cH:45][cH:46][cH:47][cH:48]7)[NH:49][C:50](=[O:51])[O:52][CH3:53])=[O:54])[CH2:38][CH2:39][CH2:40]6)[n:34][cH:35]5)[cH:29][cH:30]4)[n:23][cH:24]3)[cH:17][n:18]2)[CH2:11][CH2:12][CH2:13]1)([CH3:6])([CH3:7])[CH3:8].[CH3:55][OH:56].[ClH:1]>>[NH:9]1[CH:10]([c:14]2[nH:15][c:16](-[c:19]3[cH:20][n:21][c:22](-[c:25]4[cH:26][cH:27][c:28](-[c:31]5[nH:32][c:33]([CH:36]6[N:37]([C:41]([CH:42]([c:43]7[cH:44][cH:45][cH:46][cH:47][cH:48]7)[NH:49][C:50](=[O:51])[O:52][CH3:53])=[O:54])[CH2:38][CH2:39][CH2:40]6)[n:34][cH:35]5)[cH:29][cH:30]4)[n:23][cH:24]3)[cH:17][n:18]2)[CH2:11][CH2:12][CH2:13]1.